From a dataset of the Open Reaction Database (ORD), a public repository of structured organic reaction records. describe an organic reaction: reactants, conditions, products, and yield Starting materials: C(C)(C)(C)OC(NCC1=CC(=CC=C1)I)=O (tert-butyl-3-iodobenzylcarbamate), CN[C@@H]1[C@H](CCCC1)NC ((1S,2S)—N1,N2-dimethylcyclohexane-1,2-diamine), N1N=CC=C1 (pyrazole), C(=O)([O-])[O-].[K+].[K+] (K2CO3). Reagents/catalysts: [Cu]I (CuI). Run in O1CCOCC1 (Dioxane), CS(=O)C (DMSO). Run at temperature 120 celsius, time 3 hour. Product: C(C)(C)(C)OC(NCC1=CC(=CC=C1)N1N=CC=C1)=O (tert-butyl-3-(1H-pyrazol-1-yl)benzylcarbamate). The yield is 70.3%. Reaction SMILES: [C:1]([O:5][C:6](=[O:16])[NH:7][CH2:8][C:9]1[CH:14]=[CH:13][CH:12]=[C:11](I)[CH:10]=1)([CH3:4])([CH3:3])[CH3:2].CN[C@H]1CCCC[C@@H]1NC.[NH:27]1[CH:31]=[CH:30][CH:29]=[N:28]1.C([O-])([O-])=O.[K+].[K+]>O1CCOCC1.CS(C)=O.[Cu]I>[C:1]([O:5][C:6](=[O:16])[NH:7][CH2:8][C:9]1[CH:14]=[CH:13][CH:12]=[C:11]([N:27]2[CH:31]=[CH:30][CH:29]=[N:28]2)[CH:10]=1)([CH3:4])([CH3:3])[CH3:2] |f:3.4.5|. Procedure: To a solution of tert-butyl-3-iodobenzylcarbamate (550 mg, 1.65 mmol) in Dioxane (1.2 mL) and DMSO (1.2 mL) was added CuI (16 mg, 0.083 mmol), (1S,2S)—N1,N2-dimethylcyclohexane-1,2-diamine (0.052 ml, 0.33 mmol), pyrazole (135 mg, 1.98 mmol) and K2CO3 (479 mg, 3.47 mmol). After stirring at 120° C. for 3 h, it was concentrated and the residue was purified by column chromatography to give tert-butyl-3-(1H-pyrazol-1-yl)benzylcarbamate (317 mg).